From a dataset of the Open Reaction Database (ORD), a public repository of structured organic reaction records. describe an organic reaction: reactants, conditions, products, and yield Starting materials: CSC.B (borane dimethylsulfide), BrC1=C(C(=O)O)C=C(C=C1)OC (2-Bromo-5-methoxy benzoic acid), Cl (HCl). Procedure details: 2-Bromo-5-methoxy benzoic acid (1 eq.) was dissolved in anhydrous THF (0.55M solution) and borane dimethylsulfide complex (2M in THF, 1 eq.) was added dropwise to the solution. The mixture was left stirring overnight, then HCl in MeOH was added and the mixture was warmed to 60° C. All volatiles were evaporated and the residual material was dissolved in DCM. The solution was washed with 1N HCl and with brine, then dried over Na2SO4 and evaporated in vacuo. A colorless oil was obtained (94%), whic... Product: BrC1=C(C=C(C=C1)OC)CO ((2-bromo-5-methoxyphenyl)methanol). RXN SMILES: [Br:1][C:2]1[CH:10]=[CH:9][C:8]([O:11][CH3:12])=[CH:7][C:3]=1[C:4](O)=[O:5].CSC.B.Cl>C1COCC1.CO>[Br:1][C:2]1[CH:10]=[CH:9][C:8]([O:11][CH3:12])=[CH:7][C:3]=1[CH2:4][OH:5] |f:1.2|. Run in C1CCOC1 (THF), CO (MeOH). Run at temperature 60 celsius, time 8 hour.